From a dataset of the Open Reaction Database (ORD), a public repository of structured organic reaction records. describe an organic reaction: reactants, conditions, products, and yield Reactants: CC([O-])=S, CC12CC(c3ccc(OCCCCI)cc3)C3c4ccc(O)cc4CCC3C1CCC2O, [K+]. Product: CC(=S)CCCCOc1ccc(C2CC3(C)C(O)CCC3C3CCc4cc(O)ccc4C23)cc1. Reaction SMILES: [C:33]([CH3:34])(=[S:35])[O-:36].[I:1][CH2:2][CH2:3][CH2:4][CH2:5][O:6][c:7]1[cH:8][cH:9][c:10]([CH:13]2[CH:14]3[c:15]4[cH:16][cH:17][c:18]([OH:32])[cH:19][c:20]4[CH2:21][CH2:22][CH:23]3[CH:24]3[CH2:25][CH2:26][CH:27]([OH:31])[C:28]3([CH3:29])[CH2:30]2)[cH:11][cH:12]1.[K+:37]>>[CH2:2]([CH2:3][CH2:4][CH2:5][O:6][c:7]1[cH:8][cH:9][c:10]([CH:13]2[CH:14]3[c:15]4[cH:16][cH:17][c:18]([OH:32])[cH:19][c:20]4[CH2:21][CH2:22][CH:23]3[CH:24]3[CH2:25][CH2:26][CH:27]([OH:31])[C:28]3([CH3:29])[CH2:30]2)[cH:11][cH:12]1)[C:33]([CH3:34])=[S:35]. Solvent: C(C)O (ethanol). The yield is 95.0%. Reaction SMILES: [C:1](/[C:6](=[CH:11]/[C:12]1[CH:17]=[C:16](C(C)C)[CH:15]=[CH:14][C:13]=1[Br:21])/[CH2:7][C:8]([OH:10])=O)([O:3][CH2:4][CH3:5])=[O:2].O.[C:23]([O-])([O-])=O.[K+].[K+].[Na].C(O[C:34](=[O:36])[CH3:35])(=O)C>C(O)C>[CH2:4]([O:3][C:1]([C:6]1[CH:7]=[C:8]([OH:10])[C:17]2[C:12](=[C:13]([Br:21])[CH:14]=[CH:15][C:16]=2[O:36][CH:34]([CH3:23])[CH3:35])[CH:11]=1)=[O:2])[CH3:5] |f:2.3.4,^1:28|. Reported procedure: 12.9 g (34.8 mmol) (E)-3-carboethoxy-4-(2'-bromo-5'-isopropylphenyl)-3-butenic acid (3) were dissolved in 340 acetic anhydride and heated for 6 h in reflux. After cooling to room temperature, a solution of 200 g ice, 200 g water and 90 g K2CO3 were added. After extraction with dichloromethane, the combined organic layers were dried (MgSO4), filtered and concentrated under reduced pressure. The dried residue was dissolved in a solution of 8.40 g (389 mmol) sodium in 300 mL dry ethanol and stirred... The reactants are ice, O (water), C(=O)([O-])[O-].[K+].[K+] (K2CO3), C(=O)(OCC)\C(\CC(=O)O)=C\C1=C(C=CC(=C1)C(C)C)Br ((E)-3-carboethoxy-4-(2'-bromo-5'-isopropylphenyl)-3-butenic acid), C(C)(=O)OC(C)=O (acetic anhydride), [Na] (sodium). Yields the product C(C)OC(=O)C1=CC2=C(C=CC(=C2C(=C1)O)OC(C)C)Br (ethyl-8-bromo-4-hydroxy-5-isopropoxy-2-naphthoate). Run at time 4 hour.